This data is from the Open Reaction Database (ORD), a public repository of structured organic reaction records. The task is: describe an organic reaction: reactants, conditions, products, and yield Starting materials: COc1cc(N=C=O)cc(OC)c1OC, Cn1nc(C2CCN(CCCO)CC2)c2ccc(F)cc21. RXN SMILES: [CH3:22][O:23][c:24]1[cH:25][c:26]([N:34]=[C:35]=[O:36])[cH:27][c:28]([O:32][CH3:33])[c:29]1[O:30][CH3:31].[F:1][c:2]1[cH:3][cH:4][c:5]2[c:6]([CH:12]3[CH2:13][CH2:14][N:15]([CH2:18][CH2:19][CH2:20][OH:21])[CH2:16][CH2:17]3)[n:7][n:8]([CH3:11])[c:9]2[cH:10]1>>[F:1][c:2]1[cH:3][cH:4][c:5]2[c:6]([CH:12]3[CH2:13][CH2:14][N:15]([CH2:18][CH2:19][CH2:20][O:21][C:35]([NH:34][c:26]4[cH:25][c:24]([O:23][CH3:22])[c:29]([O:30][CH3:31])[c:28]([O:32][CH3:33])[cH:27]4)=[O:36])[CH2:16][CH2:17]3)[n:7][n:8]([CH3:11])[c:9]2[cH:10]1. Product: COc1cc(NC(=O)OCCCN2CCC(c3nn(C)c4cc(F)ccc34)CC2)cc(OC)c1OC. Reactants: ClC1=NC=C(C(=N1)NC)[N+](=O)[O-] (2-chloro-4-(methylamino)-5-nitropyrimidine), NC1=CC=C(C(=O)N(CC)CC)C=C1 (4-amino-N,N-diethylbenzamide). Solvent: C1CCOC1 (THF), CC(C)O (2-propanol), O (water). Yields the product C(C)N(C(=O)C1=CC=C(C=C1)NC1=NC=C(C(=N1)NC)[N+](=O)[O-])CC (2-[[4-(Diethylaminocarbonyl)phenyl]amino]-4-(methylamino)-5-nitropyrimidine). The yield is 87.1%. RXN SMILES: Cl[C:2]1[N:7]=[C:6]([NH:8][CH3:9])[C:5]([N+:10]([O-:12])=[O:11])=[CH:4][N:3]=1.[NH2:13][C:14]1[CH:26]=[CH:25][C:17]([C:18]([N:20]([CH2:23][CH3:24])[CH2:21][CH3:22])=[O:19])=[CH:16][CH:15]=1>C1COCC1.CC(O)C.O>[CH2:23]([N:20]([CH2:21][CH3:22])[C:18]([C:17]1[CH:25]=[CH:26][C:14]([NH:13][C:2]2[N:7]=[C:6]([NH:8][CH3:9])[C:5]([N+:10]([O-:12])=[O:11])=[CH:4][N:3]=2)=[CH:15][CH:16]=1)=[O:19])[CH3:24]. Reported procedure: To a room temperature solution of 0.943 g (5 mmol) of 2-chloro-4-(methylamino)-5-nitropyrimidine in 25 mL THF is added a solution of 2.11 g (11 mmol) of 4-amino-N,N-diethylbenzamide in 100 mL of 2-propanol, and the resulting mixture is heated and stirred at reflux for 1 hour. The mixture is then diluted with water, the solid precipitate is collected, washed with water, and dried, to give 1.50 g (87%) of the title compound: mp (EtOH) 213–215° C. Starting materials: solution, BrC1=CC=C(S1)C(C(=CN(C)C)C)=O (1-(5-Bromothiophen-2-yl)-3-(dimethylamino)-2-methylprop-2-en-1-one), NC(=S)N (Thiourea), CC(C)([O-])C.[K+] (potassium tert-butoxide), IC (iodomethane). The solvent is O1CCCC1 (tetrahydrofuran), C(C)(C)O (isopropyl alcohol). Conditions: time 6 hour. Yields the product BrC1=CC=C(S1)C1=NC(=NC=C1C)SC (4-(5-Bromothiophen-2-yl)-5-methyl-2-(methylthio)pyrimidine). RXN SMILES: [Br:1][C:2]1[S:6][C:5]([C:7](=O)[C:8]([CH3:13])=[CH:9]N(C)C)=[CH:4][CH:3]=1.[NH2:15][C:16]([NH2:18])=[S:17].[CH3:19]C(C)([O-])C.[K+].IC>C(O)(C)C.O1CCCC1>[Br:1][C:2]1[S:6][C:5]([C:7]2[C:8]([CH3:13])=[CH:9][N:18]=[C:16]([S:17][CH3:19])[N:15]=2)=[CH:4][CH:3]=1 |f:2.3|. Procedure details: 1-(5-Bromothiophen-2-yl)-3-(dimethylamino)-2-methylprop-2-en-1-one (6.39 g, 23 mmol) was dissolved in isopropyl alcohol (30 mL) at room temperature. Thiourea (1.748 g, 23 mmol) followed by potassium tert-butoxide (23 mL of a 1.0 M solution in tetrahydrofuran) was added to the mixture, which was then heated to reflux overnight. The reaction was cooled to rt and iodomethane (2.86 mL, 46 mmol) was added to the reaction in one portion. The mixture was subsequently stirred for an additional 6 h. The ...